Dataset: the Open Reaction Database (ORD), a public repository of structured organic reaction records. Task: describe an organic reaction: reactants, conditions, products, and yield The reactants are N1=CC=C(C=C1)CCC(=O)OCC (ethyl 3-pyridin-4-ylpropanoate), [OH-].[K+] (potassium hydroxide), Cl (hydrochloric acid). The solvent is O (water), CCO (EtOH). Product: N1=CC=C(C=C1)CCC(=O)O (3-(Pyridin-4-yl)propanoic acid). The yield is 72.1%. Reaction SMILES: [N:1]1[CH:6]=[CH:5][C:4]([CH2:7][CH2:8][C:9]([O:11]CC)=[O:10])=[CH:3][CH:2]=1.[OH-].[K+].Cl>O.CCO>[N:1]1[CH:6]=[CH:5][C:4]([CH2:7][CH2:8][C:9]([OH:11])=[O:10])=[CH:3][CH:2]=1 |f:1.2|. Procedure: To a solution of ethyl 3-pyridin-4-ylpropanoate (Method 7; 103.1 g, 576 mmol) in water (400 ml) and EtOH (20 ml) at room temperature was added potassium hydroxide (60 g, 1600 mmol). After 18 hours hydrochloric acid (100 ml) was added to give a white solid 62.8 g (73%). NMR (300 MHz) 8.38 (d, 2H), 7.21 (d, 2H), 2.70 (t, 2H), 2.52 (t, 2H); m/z 152.2.